This data is from the Open Reaction Database (ORD), a public repository of structured organic reaction records. The task is: describe an organic reaction: reactants, conditions, products, and yield The reactants are COC=1C=C2C=CC(=CC2=CC1)C(C)(O)C=1N=CN(C1)C(C1=CC=CC=C1)(C1=CC=CC=C1)C1=CC=CC=C1 (1-(6-Methoxynaphthalen-2-yl)-1-(1-trityl-1H-imidazol-4-yl)ethanol), Cl (hydrochloric acid). The solvent is C(=O)O (formic acid). Run at time 15 hour. Yields the product N1C=NC(=C1)C(C)(O)C1=CC2=CC=C(C=C2C=C1)OC (1-(1H-Imidazol-4-yl)-1-(6-methoxynaphthalen-2-yl)ethanol). The yield is 90.8%. RXN SMILES: [CH3:1][O:2][C:3]1[CH:4]=[C:5]2[C:10](=[CH:11][CH:12]=1)[CH:9]=[C:8]([C:13]([C:16]1[N:17]=[CH:18][N:19](C(C3C=CC=CC=3)(C3C=CC=CC=3)C3C=CC=CC=3)[CH:20]=1)([OH:15])[CH3:14])[CH:7]=[CH:6]2.Cl>C(O)=O>[NH:19]1[CH:20]=[C:16]([C:13]([C:8]2[CH:7]=[CH:6][C:5]3[C:10](=[CH:11][CH:12]=[C:3]([O:2][CH3:1])[CH:4]=3)[CH:9]=2)([OH:15])[CH3:14])[N:17]=[CH:18]1. Procedure: 1-(6-Methoxynaphthalen-2-yl)-1-(1-trityl-1H-imidazol-4-yl)ethanol (2.20 g) was dissolved in 90% formic acid (15 ml), and the solution was stirred at room temperature for 15 h. To the solution was added 1 N-hydrochloric acid, and precipitate was filtered off. The filtrate was neutralized with potassium carbonate, and extracted with ethyl acetate. The extract was washed with saturated aqueous solution of sodium chloride, dried and concentrated. The residue was purified by silica gel column chromat... The reactants are S(O)(O)(=O)=O (sulfuric acid), aqueous solution, [Mn](=O)(=O)(=O)[O-].[K+] (potassium permanganate), COC(C(C)C1=CC(=CC=C1)C(=C)C1=CC=CC=C1)=O (α-(3-(1-phenylethenyl)phenyl)propionic acid methyl ester), S(=O)([O-])[O-].[Na+].[Na+] (sodium sulfite), benzene petroleum ether. The solvent is O (water), O (water), C1=CC=CC=C1 (benzene). Reaction conditions: time 18 hour. The product is C(C1=CC=CC=C1)(=O)C=1C=C(C=CC1)C(C(=O)O)C (α-(3-benzoylphenyl)propionic acid). RXN SMILES: C[O:2][C:3](=[O:20])[CH:4]([C:6]1[CH:11]=[CH:10][CH:9]=[C:8]([C:12]([C:14]2[CH:19]=[CH:18][CH:17]=[CH:16][CH:15]=2)=C)[CH:7]=1)[CH3:5].[Mn]([O-])(=O)(=O)=[O:22].[K+].S(=O)(=O)(O)O.S([O-])([O-])=O.[Na+].[Na+]>C1C=CC=CC=1.O>[C:12]([C:8]1[CH:7]=[C:6]([CH:4]([CH3:5])[C:3]([OH:2])=[O:20])[CH:11]=[CH:10][CH:9]=1)(=[O:22])[C:14]1[CH:19]=[CH:18][CH:17]=[CH:16][CH:15]=1 |f:1.2,4.5.6|. Reported procedure: α-(3-(1-Phenylethenyl)propionic acid methyl ester (36 g) obtained in Example 7 was dissolved in 250 ml of benzene and 250 ml of water was further added thereto with vigorous stirring to prepare a suspension. Then, 2 liter of 2% aqueous solution of potassium permanganate was dropped little by little over 1.5 hours. After the dropping, stirring was continued for 18 hours at room temperature. After the reaction, the reaction mixture was acidified by adding concentrated sulfuric acid and was treated... As a reaction SMILES: [Br-:19].[Br:1][CH2:2][C:3](=[O:4])[c:5]1[cH:6][cH:7][cH:8][c:9]2[cH:10][cH:11][cH:12][cH:13][c:14]12.[CH2:20]([N+:21]([CH2:22][CH2:23][CH2:24][CH3:25])([CH2:26][CH2:27][CH2:28][CH3:29])[CH2:30][CH2:31][CH2:32][CH3:33])[CH2:34][CH2:35][CH3:36].[Cl:15][CH2:16][CH2:17][Cl:18]>>[CH2:2]([C:3](=[O:4])[c:5]1[cH:6][cH:7][cH:8][c:9]2[cH:10][cH:11][cH:12][cH:13][c:14]12)[Cl:15]. Reactants: [Br-], O=C(CBr)c1cccc2ccccc12, CCCC[N+](CCCC)(CCCC)CCCC, ClCCCl. Product: O=C(CCl)c1cccc2ccccc12. Reactants: Cl.Cl.C(=O)(O)COC1=CC=C(C=C1)N1CCN(CC1)CCC1CCNCC1 (1-(4-carboxymethyloxyphenyl)-4-[2-(piperidin-4-yl)ethyl]piperazine dihydrochloride), C1(CCCCCC1)O (cycloheptanol). Product: Cl.Cl.C1(CCCCCC1)OC(=O)COC1=CC=C(C=C1)N1CCN(CC1)CCC1CCNCC1 (1-(4-Cycloheptyloxycarbonylmethyloxyphenyl)-4-[2-(piperidin-4-yl)ethyl]piperazine dihydrochloride). RXN SMILES: [ClH:1].Cl.[C:3]([CH2:6][O:7][C:8]1[CH:13]=[CH:12][C:11]([N:14]2[CH2:19][CH2:18][N:17]([CH2:20][CH2:21][CH:22]3[CH2:27][CH2:26][NH:25][CH2:24][CH2:23]3)[CH2:16][CH2:15]2)=[CH:10][CH:9]=1)([OH:5])=[O:4].[CH:28]1(O)[CH2:34][CH2:33][CH2:32][CH2:31][CH2:30][CH2:29]1>>[ClH:1].[ClH:1].[CH:28]1([O:4][C:3]([CH2:6][O:7][C:8]2[CH:13]=[CH:12][C:11]([N:14]3[CH2:19][CH2:18][N:17]([CH2:20][CH2:21][CH:22]4[CH2:23][CH2:24][NH:25][CH2:26][CH2:27]4)[CH2:16][CH2:15]3)=[CH:10][CH:9]=2)=[O:5])[CH2:34][CH2:33][CH2:32][CH2:31][CH2:30][CH2:29]1 |f:0.1.2,4.5.6|. Procedure: Prepared from 1-(4-carboxymethyloxyphenyl)-4-[2-(piperidin-4-yl)ethyl]piperazine dihydrochloride and cycloheptanol. The reactants are O=C(O)C(O)C(O)C(O)C(O)CO, O=CC(O)C(O)C(O)CO, O=CC(O)C(O)C(O)C(O)CO. Yields the product OCC(O)C(O)C(O)CO. As a reaction SMILES: [O:11]=[C:12]([OH:13])[CH:14]([CH:15]([CH:16]([CH:17]([CH2:18][OH:19])[OH:20])[OH:21])[OH:22])[OH:23].[O:1]=[CH:2][CH:3]([OH:4])[CH:5]([OH:6])[CH:7]([OH:8])[CH2:9][OH:10].[O:24]=[CH:25][CH:26]([CH:27]([CH:28]([CH:29]([CH2:30][OH:31])[OH:32])[OH:33])[OH:34])[OH:35]>>[OH:1][CH2:2][CH:3]([OH:4])[CH:5]([OH:6])[CH:7]([OH:8])[CH2:9][OH:10]. Starting materials: ClC1=C(C(=O)OC(C)C)C=C(C(=C1)F)N1C(N(C(=C(C1=O)CCl)C)C)=O (isopropyl 2-chloro-4-fluoro-5-[5-chloromethyl-3,6-dihydro-3,4-dimethyl-2,6-dioxo-1(2H)-pyrimidinyl]-benzoate), CO (methanol). Run at temperature 60 celsius. The product is ClC1=C(C(=O)OC(C)C)C=C(C(=C1)F)N1C(N(C(=C(C1=O)COC)C)C)=O (isopropyl 2-chloro-4-fluoro-5-[3,6-dihydro-3,4-dimethyl-5-methoxymethyl-2,6-dioxo-1(2H)-pyrimidinyl]-benzoate). Reaction SMILES: [Cl:1][C:2]1[CH:13]=[C:12]([F:14])[C:11]([N:15]2[C:20](=[O:21])[C:19]([CH2:22]Cl)=[C:18]([CH3:24])[N:17]([CH3:25])[C:16]2=[O:26])=[CH:10][C:3]=1[C:4]([O:6][CH:7]([CH3:9])[CH3:8])=[O:5].[CH3:27][OH:28]>>[Cl:1][C:2]1[CH:13]=[C:12]([F:14])[C:11]([N:15]2[C:20](=[O:21])[C:19]([CH2:22][O:28][CH3:27])=[C:18]([CH3:24])[N:17]([CH3:25])[C:16]2=[O:26])=[CH:10][C:3]=1[C:4]([O:6][CH:7]([CH3:9])[CH3:8])=[O:5]. Procedure: 1.14 g of isopropyl 2-chloro-4-fluoro-5-[5-chloromethyl-3,6-dihydro-3,4-dimethyl-2,6-dioxo-1(2H)-pyrimidinyl]-benzoate are dissolved in 10 ml of methanol and the solution is heated at 60° C. for 45 minutes. The reaction mixture is evaporated to dryness under reduced pressure and the residue is dissolved in ethyl acetate and shaken with aqueous sodium bicarbonate solution. The organic phase is dried over anhydrous sodium sulphate and evaporated to dryness under reduced pressure, and the residue i...